Dataset: the Open Reaction Database (ORD), a public repository of structured organic reaction records. Task: describe an organic reaction: reactants, conditions, products, and yield Reactants: OC=1C(=C(C=CC1)I)OS(=O)(=O)C1=CC=C(C)C=C1 (hydroxytosyloxyiodobenzene), C(CCCCCCC)OC1=CC=CC=C1 (octyloxybenzene). Solvent: C(C)#N (acetonitrile), C(C)(=O)O (acetic acid). Product: C=1(C(=CC=CC1)S(=O)(=O)[O-])C.C(CCCCCCC)OC1=CC=C(C=C1)[I+]C1=CC=CC=C1 ((4-octyloxyphenyl)phenyl iodonium toluenesulfonate), C(CCCCCCC)OC1=CC=CC=C1 (Octyloxybenzene). RXN SMILES: O[C:2]1[C:3]([O:9][S:10]([C:13]2[CH:19]=[CH:18][C:16](C)=[CH:15][CH:14]=2)(=[O:12])=[O:11])=[C:4]([I:8])[CH:5]=[CH:6][CH:7]=1.[CH2:20]([O:28][C:29]1[CH:34]=[CH:33][CH:32]=[CH:31][CH:30]=1)[CH2:21][CH2:22][CH2:23][CH2:24][CH2:25][CH2:26][CH3:27]>C(#N)C.C(O)(=O)C>[C:19]1([CH3:20])[C:13]([S:10]([O-:9])(=[O:11])=[O:12])=[CH:14][CH:15]=[CH:16][CH:18]=1.[CH2:20]([O:28][C:29]1[CH:30]=[CH:31][C:32]([I+:8][C:4]2[CH:3]=[CH:2][CH:7]=[CH:6][CH:5]=2)=[CH:33][CH:34]=1)[CH2:21][CH2:22][CH2:23][CH2:24][CH2:25][CH2:26][CH3:27].[CH2:20]([O:28][C:29]1[CH:30]=[CH:31][CH:32]=[CH:33][CH:34]=1)[CH2:21][CH2:22][CH2:23][CH2:24][CH2:25][CH2:26][CH3:27] |f:4.5|. Procedure details: A sample of (4-octyloxyphenyl)phenyl iodonium toluenesulfonate (in short C8-O-iodonium) was prepared according to the method of Crivello et al (J. Polym. Sci: Part A: Polymer Chemistry, (1989), 27, 3951-3968) by reacting hydroxytosyloxyiodobenzene with octyloxybenzene in a mixture of acetonitrile and acetic acid. Octyloxybenzene was previously obtained by reacting sodium phenate with bromooctane in a water/toluene mixture by phase transfer catalysis in the presence of tetrabutyl ammonium bromide... Starting materials: ClC(Cl)(Cl)Cl, OCCC(=C(c1ccc(OCCOCc2ccccc2)cc1)c1ccc(OCc2ccccc2)cc1)c1ccccc1, CC#N, c1ccc(P(c2ccccc2)c2ccccc2)cc1. Yields the product ClCCC(=C(c1ccc(OCCOCc2ccccc2)cc1)c1ccc(OCc2ccccc2)cc1)c1ccccc1. As a reaction SMILES: [C:62]([Cl:63])([Cl:64])([Cl:65])[Cl:66].[CH2:1]([c:2]1[cH:3][cH:4][cH:5][cH:6][cH:7]1)[O:8][CH2:9][CH2:10][O:11][c:12]1[cH:13][cH:14][c:15]([C:18](=[C:19]([CH2:20][CH2:21][OH:22])[c:23]2[cH:24][cH:25][cH:26][cH:27][cH:28]2)[c:29]2[cH:30][cH:31][c:32]([O:35][CH2:36][c:37]3[cH:38][cH:39][cH:40][cH:41][cH:42]3)[cH:33][cH:34]2)[cH:16][cH:17]1.[CH3:67][C:68]#[N:69].[c:43]1([P:44]([c:45]2[cH:46][cH:47][cH:48][cH:49][cH:50]2)[c:51]2[cH:52][cH:53][cH:54][cH:55][cH:56]2)[cH:57][cH:58][cH:59][cH:60][cH:61]1>>[CH2:1]([c:2]1[cH:3][cH:4][cH:5][cH:6][cH:7]1)[O:8][CH2:9][CH2:10][O:11][c:12]1[cH:13][cH:14][c:15]([C:18](=[C:19]([CH2:20][CH2:21][Cl:63])[c:23]2[cH:24][cH:25][cH:26][cH:27][cH:28]2)[c:29]2[cH:30][cH:31][c:32]([O:35][CH2:36][c:37]3[cH:38][cH:39][cH:40][cH:41][cH:42]3)[cH:33][cH:34]2)[cH:16][cH:17]1. Starting materials: ClC(Cl)(Cl)Cl, CC(C)(C=O)COCc1cccc(Oc2ccccc2)c1, [Zn], c1ccc(P(c2ccccc2)c2ccccc2)cc1. Product: CC(C)(C=C(Cl)Cl)COCc1cccc(Oc2ccccc2)c1. Reaction SMILES: [C:41]([Cl:42])([Cl:43])([Cl:44])[Cl:45].[CH3:1][C:2]([CH:3]=[O:4])([CH2:5][O:6][CH2:7][c:8]1[cH:9][c:10]([O:14][c:15]2[cH:16][cH:17][cH:18][cH:19][cH:20]2)[cH:11][cH:12][cH:13]1)[CH3:21].[Zn:46].[c:22]1([P:23]([c:24]2[cH:25][cH:26][cH:27][cH:28][cH:29]2)[c:30]2[cH:31][cH:32][cH:33][cH:34][cH:35]2)[cH:36][cH:37][cH:38][cH:39][cH:40]1>>[CH3:1][C:2]([CH:3]=[C:41]([Cl:42])[Cl:43])([CH2:5][O:6][CH2:7][c:8]1[cH:9][c:10]([O:14][c:15]2[cH:16][cH:17][cH:18][cH:19][cH:20]2)[cH:11][cH:12][cH:13]1)[CH3:21].